From a dataset of the Open Reaction Database (ORD), a public repository of structured organic reaction records. describe an organic reaction: reactants, conditions, products, and yield Starting materials: O=C(Cl)c1ccccc1, [Li]CCCC, CCCOC1CCC(=O)N1, CCCCCC, C1CCOC1. Product: CCCOC1CCC(=O)N1C(=O)c1ccccc1. As a reaction SMILES: [C:16]([c:17]1[cH:18][cH:19][cH:20][cH:21][cH:22]1)(=[O:23])[Cl:24].[CH2:1]([Li:2])[CH2:3][CH2:4][CH3:5].[CH2:6]([CH2:7][CH3:8])[O:9][CH:10]1[CH2:11][CH2:12][C:13](=[O:15])[NH:14]1.[CH3:25][CH2:26][CH2:27][CH2:28][CH2:29][CH3:30].[O:31]1[CH2:32][CH2:33][CH2:34][CH2:35]1>>[CH2:6]([CH2:7][CH3:8])[O:9][CH:10]1[CH2:11][CH2:12][C:13](=[O:15])[N:14]1[C:16]([c:17]1[cH:18][cH:19][cH:20][cH:21][cH:22]1)=[O:23]. The reactants are C=C1CCc2ccc(Br)cc21, CCOC(C)=O. Yields the product CC1CCc2ccc(Br)cc21. Reaction SMILES: [Br:1][c:2]1[cH:3][cH:4][c:5]2[c:9]([cH:10]1)[C:8](=[CH2:11])[CH2:7][CH2:6]2.[CH3:12][CH2:13][O:14][C:15](=[O:16])[CH3:17]>>[Br:1][c:2]1[cH:3][cH:4][c:5]2[c:9]([cH:10]1)[CH:8]([CH3:11])[CH2:7][CH2:6]2. Starting materials: ClC=1C=C2C(CC(NC2=CC1)C=1C=C(C=CC1)N)(C)C (3-(6-Chloro-4,4-dimethyl-1,2,3,4-tetrahydro-quinolin-2-yl)-phenylamine), C1(=CC=CC=C1)S(=O)(=O)Cl (benzenesulfonyl chloride). Solvent: N1=CC=CC=C1 (pyridine). Conditions: time 8 hour. Product: ClC=1C=C2C(CC(NC2=CC1)C=1C=C(C=CC1)NS(=O)(=O)C1=CC=CC=C1)(C)C (N-[3-(6-chloro-4,4-dimethyl-1,2,3,4-tetrahydro-quinolin-2-yl)-phenyl]-benzenesulfonamide). Yield: 48.6%. As a reaction SMILES: [Cl:1][C:2]1[CH:3]=[C:4]2[C:9](=[CH:10][CH:11]=1)[NH:8][CH:7]([C:12]1[CH:13]=[C:14]([NH2:18])[CH:15]=[CH:16][CH:17]=1)[CH2:6][C:5]2([CH3:20])[CH3:19].[C:21]1([S:27](Cl)(=[O:29])=[O:28])[CH:26]=[CH:25][CH:24]=[CH:23][CH:22]=1>N1C=CC=CC=1>[Cl:1][C:2]1[CH:3]=[C:4]2[C:9](=[CH:10][CH:11]=1)[NH:8][CH:7]([C:12]1[CH:13]=[C:14]([NH:18][S:27]([C:21]3[CH:26]=[CH:25][CH:24]=[CH:23][CH:22]=3)(=[O:29])=[O:28])[CH:15]=[CH:16][CH:17]=1)[CH2:6][C:5]2([CH3:20])[CH3:19]. Procedure details: 3-(6-Chloro-4,4-dimethyl-1,2,3,4-tetrahydro-quinolin-2-yl)-phenylamine (150 mg, 0.53 mmol) and benzenesulfonyl chloride (92 mg, 0.63 mmol) were dissolved in pyridine (5 mL). The mixture was stirred at room temperature overnight. The solvent was removed and the residue was purified on column chromatography using petroleum ether/ethyl acetate=5:1 as eluent to afford N-[3-(6-chloro-4,4-dimethyl-1,2,3,4-tetrahydro-quinolin-2-yl)-phenyl]-benzenesulfonamide (110 mg, yield: 44%) as yellow solid. MS (ES...